This data is from the Open Reaction Database (ORD), a public repository of structured organic reaction records. The task is: describe an organic reaction: reactants, conditions, products, and yield Starting materials: ( 5 ), [ 3 ], N(=O)Cl (nitrosyl chloride), CC(C(C(C)=O)=NO)C (4-methyl-3-oximino-2-pentanone), CC(CC(C)=O)C (4-methyl-2-pentanone), N=C=O (imino-ketone). Reagents/catalysts: [Zn] (zinc). The solvent is C(C)(=O)O (acetic acid). Product: CC1=NC(=C(N=C1C(C)C)C)C(C)C (2,5-Dimethyl-3,6-diisopropyl-pyrazine). As a reaction SMILES: [CH3:1][CH:2]([CH3:9])[C:3](=[N:7]O)[C:4](=O)[CH3:5].[CH3:10][CH:11]([CH3:16])[CH2:12][C:13](=O)[CH3:14].[N:17](Cl)=O.N=C=O>[Zn].C(O)(=O)C>[CH3:5][C:4]1[C:3]([CH:2]([CH3:9])[CH3:1])=[N:7][C:13]([CH3:14])=[C:12]([CH:11]([CH3:16])[CH3:10])[N:17]=1. Reported procedure: c. 2,5-Dimethyl-3,6-dipropyl-pyrazine was prepared by first forming 3-oximino-2-hexanone by reacting 2-hexanone with nitrosyl chloride according to the method of BOUVEAULT, Bull. [3] 31, 1163 (1904). The autocondensation of the two molecules of the imino-ketone in the presence of zinc and acetic acid [according to the method described in Chimia 11, 310 (1957)] yielded 2,5-dimethyl-3,6-dipropyl-pyrazine which had a b.p. of 109°-110°C./10 mm. Hg. (5) d. 2,5-Dimethyl-3,6-diisopropyl-pyrazine was pr... Reactants: Cl.NCC(=O)NC(C1=CC=CC=C1)C1=CC=C(C=C1)Cl (rac-2-amino-N-[(4-chloro-phenyl)-phenyl-methyl]-acetamide hydrochloride), O1C2=C(CC1)C=C(C=C2)C(=O)O (2,3-dihydrobenzo(B)furan-5-carboxylic acid). Product: ClC1=CC=C(C=C1)C(C1=CC=CC=C1)NC(=O)CNC(=O)C=1C=CC2=C(CCO2)C1 (rac-2,3-Dihydro-benzofuran-5-carboxylic acid ({[(4-chloro-phenyl)-phenyl-methyl]-carbamoyl}-methyl)-amide). As a reaction SMILES: Cl.[NH2:2][CH2:3][C:4]([NH:6][CH:7]([C:14]1[CH:19]=[CH:18][C:17]([Cl:20])=[CH:16][CH:15]=1)[C:8]1[CH:13]=[CH:12][CH:11]=[CH:10][CH:9]=1)=[O:5].[O:21]1[CH2:25][CH2:24][C:23]2[CH:26]=[C:27]([C:30](O)=[O:31])[CH:28]=[CH:29][C:22]1=2>>[Cl:20][C:17]1[CH:18]=[CH:19][C:14]([CH:7]([NH:6][C:4]([CH2:3][NH:2][C:30]([C:27]2[CH:28]=[CH:29][C:22]3[O:21][CH2:25][CH2:24][C:23]=3[CH:26]=2)=[O:31])=[O:5])[C:8]2[CH:13]=[CH:12][CH:11]=[CH:10][CH:9]=2)=[CH:15][CH:16]=1 |f:0.1|. Reported procedure: Prepared in analogy to example 1.12 from rac-2-amino-N-[(4-chloro-phenyl)-phenyl-methyl]-acetamide hydrochloride (Example 3.1) and 2,3-dihydrobenzo(B)furan-5-carboxylic acid. The reactants are [BH4-], CC(O)C1(C(=O)NCc2cc(C(F)(F)F)ccc2OC(C)(C)C)CCC(=O)C1, CO, [Na+]. Product: CC(O)C1(C(=O)NCc2cc(C(F)(F)F)ccc2OC(C)(C)C)CCC(O)C1. Reaction SMILES: [BH4-:29].[C:1]([CH3:2])([CH3:3])([CH3:4])[O:5][c:6]1[c:7]([CH2:8][NH:9][C:10](=[O:11])[C:12]2([CH:18]([CH3:19])[OH:20])[CH2:13][C:14](=[O:17])[CH2:15][CH2:16]2)[cH:21][c:22]([C:25]([F:26])([F:27])[F:28])[cH:23][cH:24]1.[CH3:31][OH:32].[Na+:30]>>[C:1]([CH3:2])([CH3:3])([CH3:4])[O:5][c:6]1[c:7]([CH2:8][NH:9][C:10](=[O:11])[C:12]2([CH:18]([CH3:19])[OH:20])[CH2:13][CH:14]([OH:17])[CH2:15][CH2:16]2)[cH:21][c:22]([C:25]([F:26])([F:27])[F:28])[cH:23][cH:24]1. Starting materials: FC1=CC=C(C=C1)C1OCC2=CC(=CC=C12)CO (1-(4′-Fluorophenyl)-1,3-dihydroisobenzofuran-5-ylmethanol). The reagents and catalysts are [O-2].[O-2].[Mn+4] (manganese dioxide). Run in COC(C)(C)C (t-butyl methyl ether). Conditions: temperature 20 celsius, time 6 hour. Yields the product FC1=CC=C(C=C1)C1OCC2=CC(=CC=C12)C=O (1-(4′-fluorophenyl)-1,3-dihydroisobenzofuran-5-carbaldehyde). Isolated yield 87.0%. As a reaction SMILES: [F:1][C:2]1[CH:7]=[CH:6][C:5]([CH:8]2[C:16]3[C:11](=[CH:12][C:13]([CH2:17][OH:18])=[CH:14][CH:15]=3)[CH2:10][O:9]2)=[CH:4][CH:3]=1>COC(C)(C)C.[O-2].[O-2].[Mn+4]>[F:1][C:2]1[CH:7]=[CH:6][C:5]([CH:8]2[C:16]3[C:11](=[CH:12][C:13]([CH:17]=[O:18])=[CH:14][CH:15]=3)[CH2:10][O:9]2)=[CH:4][CH:3]=1 |f:2.3.4|. Procedure: 1-(4′-Fluorophenyl)-1,3-dihydroisobenzofuran-5-ylmethanol (299.3 g) and manganese dioxide (2.25 kg, type HMH, manufactured by Toso) were dispersed in t-butyl methyl ether (3.4 L) and the mixture was stirred at 10-30° C. for 6 hr. The reaction mixture was filtered and washed with t-butyl methyl ether (0.9 L). The solvent was evaporated under reduced pressure to give nearly pure 1-(4′-fluorophenyl)-1,3-dihydroisobenzofuran-5-carbaldehyde (258.2 g, 87%) as pale-yellow white crystals.